This data is from the Open Reaction Database (ORD), a public repository of structured organic reaction records. The task is: describe an organic reaction: reactants, conditions, products, and yield Reactants: steel, ClC1=C(C=C(C2=CC=CC=C12)N1CCOCC1)O (1-chloro-4-morpholino-2-naphthol). The reagents and catalysts are [Pd] (palladium on charcoal). The solvent is [OH-].[Na+] (sodium hydroxide), C(C)O (ethanol). Product: O1CCN(CC1)C1=CC(=CC2=CC=CC=C12)O (4-morpholino-2-naphthol). The yield is 77.8%. As a reaction SMILES: Cl[C:2]1[C:11]2[C:6](=[CH:7][CH:8]=[CH:9][CH:10]=2)[C:5]([N:12]2[CH2:17][CH2:16][O:15][CH2:14][CH2:13]2)=[CH:4][C:3]=1[OH:18]>[OH-].[Na+].C(O)C.[Pd]>[O:15]1[CH2:14][CH2:13][N:12]([C:5]2[C:6]3[C:11](=[CH:10][CH:9]=[CH:8][CH:7]=3)[CH:2]=[C:3]([OH:18])[CH:4]=2)[CH2:17][CH2:16]1 |f:1.2|. Procedure details: in a 0.3 l steel autoclave, 10.5 g of 1-chloro-4-morpholino-2-naphthol in 150 ml of sodium hydroxide (2N) and 30 ml of ethanol are maintained under a pressure of 3 bar and at 35° C. in the presence of 3 g of palladium on charcoal (5%) for 7 hours. The solution is then filtered to remove the catalyst. The aqueous phase is then acidified with acetic acid and then filtered. The precipitate is washed with water and then dried. 7.1 g of 4-morpholino-2-naphthol are thus obtained. Reactants: CC(C)(C)OC(=O)CBr, O=C([O-])[O-], CN(C)C=O, CO, [K+], [K+], CC1=C(C(=O)c2ccco2)C(c2ccc(C#N)cc2)NC(=O)N1c1cccc(C(F)(F)F)c1. Product: CC1=C(C(=O)c2ccco2)C(c2ccc(C#N)cc2)N(CC(=O)OC(C)(C)C)C(=O)N1c1cccc(C(F)(F)F)c1. As a reaction SMILES: [Br:40][CH2:41][C:42](=[O:43])[O:44][C:45]([CH3:46])([CH3:47])[CH3:48].[C:34](=[O:35])([O-:36])[O-:37].[CH3:49][N:50]([CH3:51])[CH:52]=[O:53].[CH3:54][OH:55].[K+:38].[K+:39].[o:1]1[c:2]([C:6](=[O:7])[C:8]2=[C:13]([CH3:14])[N:12]([c:15]3[cH:16][c:17]([C:21]([F:22])([F:23])[F:24])[cH:18][cH:19][cH:20]3)[C:11](=[O:25])[NH:10][CH:9]2[c:26]2[cH:27][cH:28][c:29]([C:30]#[N:31])[cH:32][cH:33]2)[cH:3][cH:4][cH:5]1>>[o:1]1[c:2]([C:6](=[O:7])[C:8]2=[C:13]([CH3:14])[N:12]([c:15]3[cH:16][c:17]([C:21]([F:22])([F:23])[F:24])[cH:18][cH:19][cH:20]3)[C:11](=[O:25])[N:10]([CH2:41][C:42](=[O:43])[O:44][C:45]([CH3:46])([CH3:47])[CH3:48])[CH:9]2[c:26]2[cH:27][cH:28][c:29]([C:30]#[N:31])[cH:32][cH:33]2)[cH:3][cH:4][cH:5]1. Reactants: CN1CCOCC1 (4-methyl morpholine), C(C)N (ethylamine), C(C)(C)(C)OC(=O)NC(C(=O)O)C1=CC=C(C=C1)Cl ([(tert-butoxycarbonyl)amino](4-chlorophenyl)acetic acid), ClC(=O)OCC(C)C (isobutyl chloroformate). The solvent is O1CCCC1 (tetrahydrofurane), O1CCCC1 (tetrahydrofurane). Run at temperature -25 celsius, time 16 hour. Product: ClC1=CC=C(C=C1)C(C(=O)NCC)NC(OC(C)(C)C)=O (tert-butyl 1-(4-chlorophenyl)-2-(ethylamino)-2-oxoethylcarbamate). Isolated yield 43.0%. Reaction SMILES: [C:1]([O:5][C:6]([NH:8][CH:9]([C:13]1[CH:18]=[CH:17][C:16]([Cl:19])=[CH:15][CH:14]=1)[C:10]([OH:12])=O)=[O:7])([CH3:4])([CH3:3])[CH3:2].C[N:21]1CCO[CH2:23][CH2:22]1.ClC(OCC(C)C)=O.C(N)C>O1CCCC1>[Cl:19][C:16]1[CH:17]=[CH:18][C:13]([CH:9]([NH:8][C:6](=[O:7])[O:5][C:1]([CH3:2])([CH3:3])[CH3:4])[C:10]([NH:21][CH2:22][CH3:23])=[O:12])=[CH:14][CH:15]=1. Procedure details: To 1.1 g (3.85 mM) of [(tert-butoxycarbonyl)amino](4-chlorophenyl)acetic acid in 10 ml of tetrahydrofurane were added, under stirring at −25° C., 0.5 ml (4.6 mM) of 4-methyl morpholine and 0.52 ml (4.0 mM) of isobutyl chloroformate. After 10 mn were then added, at −25° C. under stirring, 1.9 ml (3.85 mM) of ethylamine 2M in tetrahydrofurane. The reaction mixture was stirred at −25° C. for 1 h, and at room temperature for 16 h. The reaction mixture was filtered and the filtrate was concentrated u... Reactants: ClC=1C=C(CN)C=CC1Cl (3,4-dichlorobenzylamine), COC(C1=CC=C(C=C1)C=1N=C(C2=C(N1)SC(=C2)C)Cl)=O (4-(4-chloro-6-methyl-thieno-[2,3-d]-pyrimidin-2-yl)-benzoic acid methylester). Yields the product COC(C1=CC=C(C=C1)C=1N=C(C2=C(N1)SC(=C2)C)NCC2=CC(=C(C=C2)Cl)Cl)=O (4-[4-(3,4-dichlorobenzylamino)-6-methyl-thieno-[2,3-d]-pyrimidin-2-yl]-benzoic acid methylester). As a reaction SMILES: [Cl:1][C:2]1[CH:3]=[C:4]([CH:7]=[CH:8][C:9]=1[Cl:10])[CH2:5][NH2:6].[CH3:11][O:12][C:13](=[O:31])[C:14]1[CH:19]=[CH:18][C:17]([C:20]2[N:21]=[C:22](Cl)[C:23]3[CH:28]=[C:27]([CH3:29])[S:26][C:24]=3[N:25]=2)=[CH:16][CH:15]=1>>[CH3:11][O:12][C:13](=[O:31])[C:14]1[CH:15]=[CH:16][C:17]([C:20]2[N:21]=[C:22]([NH:6][CH2:5][C:4]3[CH:7]=[CH:8][C:9]([Cl:10])=[C:2]([Cl:1])[CH:3]=3)[C:23]3[CH:28]=[C:27]([CH3:29])[S:26][C:24]=3[N:25]=2)=[CH:18][CH:19]=1. Procedure: The reaction procedure as above wherein 3,4-dichlorobenzylamine is reacted with 4-(4-chloro-6-methyl-thieno-[2,3-d]-pyrimidin-2-yl)-benzoic acid methylester yields 4-[4-(3,4-dichlorobenzylamino)-6-methyl-thieno-[2,3-d]-pyrimidin-2-yl]-benzoic acid methylester. Starting materials: CN1C(=CC2=C(C=CC=C12)[N+](=O)[O-])C(=O)OCC (ethyl 1-methyl-4-nitro-2-indolecarboxylate), O1CCCC1 (tetrahydrofuran). Reagents/catalysts: [Pd] (palladium/carbon). Solvent: CO (methanol). Product: NC1=C2C=C(N(C2=CC=C1)C)C(=O)OCC (ethyl 4-amino-1-methyl-2-indolecarboxylate). Isolated yield 99.6%. RXN SMILES: O1CCCC1.[CH3:6][N:7]1[C:15]2[C:10](=[C:11]([N+:16]([O-])=O)[CH:12]=[CH:13][CH:14]=2)[CH:9]=[C:8]1[C:19]([O:21][CH2:22][CH3:23])=[O:20]>[Pd].CO>[NH2:16][C:11]1[CH:12]=[CH:13][CH:14]=[C:15]2[C:10]=1[CH:9]=[C:8]([C:19]([O:21][CH2:22][CH3:23])=[O:20])[N:7]2[CH3:6]. Reported procedure: In a solvent mixture of 50 ml of tetrahydrofuran and 50 ml of methanol was dissolved 1.37 g (5.52 mmol) of ethyl 1-methyl-4-nitro-2-indolecarboxylate. Thereafter 0.30 g of 10% palladium/carbon was added to the solution and catalytic hydrogenation was then conducted at ambient temperature under normal pressure. After completion of the reaction, the catalyst was filtered off and the filtrate was then concentrated under reduced pressure. The resulting residue was purified by silica gel column chrom... Reactants: ClC1=CC=C(C=C1)S(=O)(=O)C1(CCC(CC1)CCS(=O)(=O)Cl)C1=C(C=CC(=C1)F)F ([4-(4-chloro-benzenesulfonyl)-4-(2,5-difluoro-phenyl)-cyclohexyl]-ethanesulfonyl chloride), C(C)(C)(C)N (tert-butylamine). The solvent is ClCCl (dichloromethane). Reaction conditions: time 45 minute. The product is C(C)(C)(C)NS(=O)(=O)CCC1CCC(CC1)(C1=C(C=CC(=C1)F)F)S(=O)(=O)C1=CC=C(C=C1)Cl (2-[4-(4-Chloro-benzenesulfonyl)-4-(2,5-difluoro-phenyl)-cyclohexyl]-ethanesulfonic acid tert-butylamide). Isolated yield 54.6%. Reaction SMILES: [Cl:1][C:2]1[CH:7]=[CH:6][C:5]([S:8]([C:11]2([C:23]3[CH:28]=[C:27]([F:29])[CH:26]=[CH:25][C:24]=3[F:30])[CH2:16][CH2:15][CH:14]([CH2:17][CH2:18][S:19](Cl)(=[O:21])=[O:20])[CH2:13][CH2:12]2)(=[O:10])=[O:9])=[CH:4][CH:3]=1.[C:31]([NH2:35])([CH3:34])([CH3:33])[CH3:32]>ClCCl>[C:31]([NH:35][S:19]([CH2:18][CH2:17][CH:14]1[CH2:15][CH2:16][C:11]([S:8]([C:5]2[CH:6]=[CH:7][C:2]([Cl:1])=[CH:3][CH:4]=2)(=[O:10])=[O:9])([C:23]2[CH:28]=[C:27]([F:29])[CH:26]=[CH:25][C:24]=2[F:30])[CH2:12][CH2:13]1)(=[O:21])=[O:20])([CH3:34])([CH3:33])[CH3:32]. Reported procedure: To a stirred solution of [4-(4-chloro-benzenesulfonyl)-4-(2,5-difluoro-phenyl)-cyclohexyl]-ethanesulfonyl chloride (60 mg, 0.12 mmol) (Example 105) in dichloromethane (5 mL) was added tert-butylamine (0.065 mL, 0.62 mmol), the mixture stirred at ambient temperature for 45 minutes, then evaporated. The residue was taken up in ethyl acetate (20 mL) and washed with 2N aqueous hydrochloric acid (20 mL) and brine (100 mL), dried (MgSO4) and evaporated to leave a residue which was purified by column c... Starting materials: FC1=C(C=CC(=C1)F)C=1N=C2OC=CN2C1C=1C=NC(=NC1)NN (6-(2,4-difluorophenyl)-5-(2-hydrazinylpyrimidin-5-yl)imidazo[2,1-b]oxazole), C(C(C)C)=O (Isobutyraldehyde), C(C)(=O)O.C(C)(=O)O.IC1=CC=CC=C1 (iodobenzene diacetate). The reagents and catalysts are CC(=O)O (HOAc). Solvent: C(Cl)Cl (DCM). Reaction conditions: time 2 hour. Product: FC1=C(C=CC(=C1)F)C=1N=C2OC=CN2C1C=1C=NC=2N(C1)C(=NN2)C(C)C (6-(2,4-Difluorophenyl)-5-(3-isopropyl-[1,2,4]triazolo[4,3-a]pyrimidin-6-yl)imidazo[2,1-b]oxazole). The yield is 61.1%. As a reaction SMILES: [F:1][C:2]1[CH:7]=[C:6]([F:8])[CH:5]=[CH:4][C:3]=1[C:9]1[N:10]=[C:11]2[N:15]([C:16]=1[C:17]1[CH:18]=[N:19][C:20]([NH:23][NH2:24])=[N:21][CH:22]=1)[CH:14]=[CH:13][O:12]2.[CH:25](=O)[CH:26]([CH3:28])[CH3:27].C(O)(=O)C.C(O)(=O)C.IC1C=CC=CC=1>CC(O)=O.C(Cl)Cl>[F:1][C:2]1[CH:7]=[C:6]([F:8])[CH:5]=[CH:4][C:3]=1[C:9]1[N:10]=[C:11]2[N:15]([C:16]=1[C:17]1[CH:18]=[N:19][C:20]3[N:21]([C:25]([CH:26]([CH3:28])[CH3:27])=[N:24][N:23]=3)[CH:22]=1)[CH:14]=[CH:13][O:12]2 |f:2.3.4|. Procedure details: To a flask was added 6-(2,4-difluorophenyl)-5-(2-hydrazinylpyrimidin-5-yl)imidazo[2,1-b]oxazole (0.120 g, 0.366 mmol) and DCM (8 mL). Isobutyraldehyde (0.026 g, 0.366 mmol) and HOAc (0.000021 mL, 0.000366 mmol) were added. The reaction mixture was stirred at ambient temperature for about 2 h. Then iodobenzene diacetate (0.124 g, 0.384 mmol) was added. The reaction mixture was stirred at ambient temperature for about 2 h. The crude material was purified by silica gel flash chromatography using a ... Reactants: CCCNCCC, CN(C)C=O, O=C1c2c(Cl)cccc2-n2cnc(-c3nnc(CCl)o3)c2C2CCCN12. Yields the product CCCN(CCC)Cc1nnc(-c2ncn3c2C2CCCN2C(=O)c2c(Cl)cccc2-3)o1. RXN SMILES: [CH2:27]([CH2:28][CH3:29])[NH:30][CH2:31][CH2:32][CH3:33].[CH3:34][N:35]([CH3:36])[CH:37]=[O:38].[Cl:1][c:2]1[cH:3][cH:4][cH:5][c:6]2[c:7]1[C:8](=[O:26])[N:9]1[CH:10]([c:11]3[n:12]-2[cH:13][n:14][c:15]3-[c:16]2[o:17][c:18]([CH2:21][Cl:22])[n:19][n:20]2)[CH2:23][CH2:24][CH2:25]1>>[Cl:1][c:2]1[cH:3][cH:4][cH:5][c:6]2[c:7]1[C:8](=[O:26])[N:9]1[CH:10]([c:11]3[n:12]-2[cH:13][n:14][c:15]3-[c:16]2[o:17][c:18]([CH2:21][N:30]([CH2:27][CH2:28][CH3:29])[CH2:31][CH2:32][CH3:33])[n:19][n:20]2)[CH2:23][CH2:24][CH2:25]1.